This data is from the Open Reaction Database (ORD), a public repository of structured organic reaction records. The task is: describe an organic reaction: reactants, conditions, products, and yield Reactants: CCO, CCCC(c1ccc(COc2ccc(CCC(=O)OCC)c(F)c2)cc1)S(=O)(=O)c1nc(-c2ccccc2)cs1, [Na+], C1CCOC1, [OH-], O, O=C(O)CC(O)(CC(=O)O)C(=O)O. Yields the product CCCC(c1ccc(COc2ccc(CCC(=O)O)c(F)c2)cc1)S(=O)(=O)c1nc(-c2ccccc2)cs1. Reaction SMILES: [CH3:57][CH2:58][OH:59].[F:1][c:2]1[c:3]([CH2:34][CH2:35][C:36](=[O:37])[O:38][CH2:39][CH3:40])[cH:4][cH:5][c:6]([O:8][CH2:9][c:10]2[cH:11][cH:12][c:13]([CH:16]([CH2:17][CH2:18][CH3:19])[S:20](=[O:21])(=[O:22])[c:23]3[s:24][cH:25][c:26](-[c:28]4[cH:29][cH:30][cH:31][cH:32][cH:33]4)[n:27]3)[cH:14][cH:15]2)[cH:7]1.[Na+:42].[O:60]1[CH2:61][CH2:62][CH2:63][CH2:64]1.[OH-:41].[OH2:43].[OH:44][C:45]([CH2:46][C:47]([C:48](=[O:49])[OH:50])([CH2:51][C:52](=[O:53])[OH:54])[OH:55])=[O:56]>>[F:1][c:2]1[c:3]([CH2:34][CH2:35][C:36](=[O:37])[OH:38])[cH:4][cH:5][c:6]([O:8][CH2:9][c:10]2[cH:11][cH:12][c:13]([CH:16]([CH2:17][CH2:18][CH3:19])[S:20](=[O:21])(=[O:22])[c:23]3[s:24][cH:25][c:26](-[c:28]4[cH:29][cH:30][cH:31][cH:32][cH:33]4)[n:27]3)[cH:14][cH:15]2)[cH:7]1. Starting materials: CO, COC(=O)c1coc(Cc2ccc(OC)cc2)n1, Cl, [Na+], [OH-], O. The product is COc1ccc(Cc2nc(C(=O)O)co2)cc1. RXN SMILES: [CH3:19][OH:20].[CH3:1][O:2][C:3](=[O:4])[c:5]1[n:6][c:7]([CH2:10][c:11]2[cH:12][cH:13][c:14]([O:17][CH3:18])[cH:15][cH:16]2)[o:8][cH:9]1.[ClH:23].[Na+:22].[OH-:21].[OH2:24]>>[O:2]=[C:3]([OH:4])[c:5]1[n:6][c:7]([CH2:10][c:11]2[cH:12][cH:13][c:14]([O:17][CH3:18])[cH:15][cH:16]2)[o:8][cH:9]1.